This data is from the Open Reaction Database (ORD), a public repository of structured organic reaction records. The task is: describe an organic reaction: reactants, conditions, products, and yield The reactants are CCSc1ncc2c(n1)CNCC2, ClCCCl, CC(C)(C)OC(=O)NC(CC(=O)O)Cc1cc(F)ccc1F, CCN(C(C)C)C(C)C, ClCCl, Cl, On1nnc2ccccc21. Product: CCSc1ncc2c(n1)CN(C(=O)CC(Cc1cc(F)ccc1F)NC(=O)OC(C)(C)C)CC2. Reaction SMILES: [CH2:2]([CH3:3])[S:4][c:5]1[n:6][cH:7][c:8]2[c:9]([n:10]1)[CH2:11][NH:12][CH2:13][CH2:14]2.[CH2:37]([Cl:38])[CH2:39][Cl:40].[CH3:15][C:16]([CH3:17])([O:18][C:19](=[O:20])[NH:21][CH:22]([CH2:23][C:24](=[O:25])[OH:26])[CH2:27][c:28]1[c:29]([F:35])[cH:30][cH:31][c:32]([F:34])[cH:33]1)[CH3:36].[CH:51]([N:52]([CH:53]([CH3:54])[CH3:55])[CH2:56][CH3:57])([CH3:58])[CH3:59].[Cl:60][CH2:61][Cl:62].[ClH:1].[OH:41][n:42]1[c:43]2[c:44]([cH:45][cH:46][cH:47][cH:48]2)[n:49][n:50]1>>[CH2:2]([CH3:3])[S:4][c:5]1[n:6][cH:7][c:8]2[c:9]([n:10]1)[CH2:11][N:12]([C:24]([CH2:23][CH:22]([NH:21][C:19]([O:18][C:16]([CH3:15])([CH3:17])[CH3:36])=[O:20])[CH2:27][c:28]1[c:29]([F:35])[cH:30][cH:31][c:32]([F:34])[cH:33]1)=[O:25])[CH2:13][CH2:14]2. Starting materials: BrC=1N=CNC1 (4-Bromo-1H-imidazole), N1=CC=CC=C1 (pyridine), C1(=CC=CC=C1)B(O)O (phenylboronic acid), cupric acetate. The solvent is ClCCl (dichloromethane). Run at time 2 day. Yields the product BrC=1N=CN(C1)C1=CC=CC=C1 (4-bromo-1-phenyl-1H-imidazole). Yield: 26.4%. RXN SMILES: [Br:1][C:2]1[N:3]=[CH:4][NH:5][CH:6]=1.[C:7]1(B(O)O)[CH:12]=[CH:11][CH:10]=[CH:9][CH:8]=1.N1C=CC=CC=1>ClCCl>[Br:1][C:2]1[N:3]=[CH:4][N:5]([C:7]2[CH:12]=[CH:11][CH:10]=[CH:9][CH:8]=2)[CH:6]=1. Procedure details: 4-Bromo-1H-imidazole (500 mg, 3.4 mmol, 1 eq), phenylboronic acid (830 mg, 6.8 mmol, 2 eq), anhydrous cupric acetate (926 mg, 5.1 mmol), activated 4 Å molecular sieves (2 g) and pyridine (0.3 ml) were combined in dichloromethane (20 ml) and stirred for 2 days in the presence of air. The reaction mass was then filtered through Celite, washed with methanol, and concentrated and purified by silica gel chromatography (eluent 15% ethyl acetate/hexane) to afforded yellowish sticky solid 4-bromo-1-phen... The reactants are CCOc1c(Nc2c(O)cccc2C#N)c(=O)c1=O, CC(N)C(C)(C)C, CCOC(C)=O, CCCCCC. Product: CC(Nc1c(Nc2c(O)cccc2C#N)c(=O)c1=O)C(C)(C)C. As a reaction SMILES: [CH2:1]([O:2][c:4]1[c:5](=[O:19])[c:6](=[O:18])[c:7]1[NH:8][c:9]1[c:10]([OH:17])[cH:11][cH:12][cH:13][c:14]1[C:15]#[N:16])[CH3:3].[CH3:20][C:21]([CH:22]([CH3:23])[NH2:24])([CH3:25])[CH3:26].[CH3:27][CH2:28][O:29][C:30](=[O:31])[CH3:32].[CH3:33][CH2:34][CH2:35][CH2:36][CH2:37][CH3:38]>>[c:4]1([NH:24][CH:22]([C:21]([CH3:20])([CH3:25])[CH3:26])[CH3:23])[c:5](=[O:19])[c:6](=[O:18])[c:7]1[NH:8][c:9]1[c:10]([OH:17])[cH:11][cH:12][cH:13][c:14]1[C:15]#[N:16]. The reactants are ClCC(=O)C1=CC(=C(C=C1)O)OC (2-chloro-1-(4-hydroxy-3-methoxyphenyl)ethanone), C(C)(=O)[O-].[K+] (potassium acetate). Solvent: C(C)O (ethanol), C(C)(=O)O (acetic acid). Yields the product C(C)(=O)OCC(=O)C1=CC(=C(C=C1)O)OC (2-(Acetyloxy)-1-(4-hydroxy-3-methoxyphenyl)ethanone). Yield: 36.1%. As a reaction SMILES: Cl[CH2:2][C:3]([C:5]1[CH:10]=[CH:9][C:8]([OH:11])=[C:7]([O:12][CH3:13])[CH:6]=1)=[O:4].[C:14]([O-:17])(=[O:16])[CH3:15].[K+]>C(O)C.C(O)(=O)C>[C:14]([O:17][CH2:2][C:3]([C:5]1[CH:10]=[CH:9][C:8]([OH:11])=[C:7]([O:12][CH3:13])[CH:6]=1)=[O:4])(=[O:16])[CH3:15] |f:1.2|. Reported procedure: To a slurry of 80.2 g (0.4 mole) of 2-chloro-1-(4-hydroxy-3-methoxyphenyl)ethanone in 576 ml of absolute ethanol and 24 ml of glacial acetic acid was added 73.6 g (0.75 mole) of potassium acetate, and the mixture was heated at reflux temperature for 1 hr. The mixture was cooled, filtered, and the filtrate concentrated to a gummy residue. The residue was triturated with four 200 ml portions of hot benzene. The combined extracts were washed with three 200 ml portions of saturated aqueous sodium bi... Reactants: 13, N1(CCNCC1)CCCN1C(NC2=C1C=CC=C2)=O (1,3-dihydro-1-[3-(1-piperazinyl)propyl]-2H-benzimidazol-2-one), BrC(C1=CC=CC=C1)C1=CC=CC=C1 (1,1'-(bromomethylene)bis[benzene]), C([O-])([O-])=O.[Na+].[Na+] (sodium carbonate), CC(CC(C)=O)C (4-methyl-2-pentanone). Solvent: O (water), O (water). The product is C1(=CC=CC=C1)C(N1CCN(CC1)CCCN1C(NC2=C1C=CC=C2)=O)C2=CC=CC=C2 (1-{3-[4-(diphenylmethyl)-1-piperazinyl]propyl}-1,3-dihydro-2H-benzimidazol-2-one). Reaction SMILES: [N:1]1([CH2:7][CH2:8][CH2:9][N:10]2[C:14]3[CH:15]=[CH:16][CH:17]=[CH:18][C:13]=3[NH:12][C:11]2=[O:19])[CH2:6][CH2:5][NH:4][CH2:3][CH2:2]1.Br[CH:21]([C:28]1[CH:33]=[CH:32][CH:31]=[CH:30][CH:29]=1)[C:22]1[CH:27]=[CH:26][CH:25]=[CH:24][CH:23]=1.C(=O)([O-])[O-].[Na+].[Na+].CC(C)CC(=O)C>O>[C:22]1([CH:21]([C:28]2[CH:29]=[CH:30][CH:31]=[CH:32][CH:33]=2)[N:4]2[CH2:3][CH2:2][N:1]([CH2:7][CH2:8][CH2:9][N:10]3[C:14]4[CH:15]=[CH:16][CH:17]=[CH:18][C:13]=4[NH:12][C:11]3=[O:19])[CH2:6][CH2:5]2)[CH:27]=[CH:26][CH:25]=[CH:24][CH:23]=1 |f:2.3.4|. Procedure: A mixture of 13 parts of 1,3-dihydro-1-[3-(1-piperazinyl)propyl]-2H-benzimidazol-2-one, 12.4 parts of 1,1'-(bromomethylene)bis[benzene], 6.6 parts of sodium carbonate and 200 parts of 4-methyl-2-pentanone is stirred and refluxed overnight with water-separator. After cooling to room temperature, water is added and the layers are separated. The organic layer is dried, filtered and evaporated. The residue is crystallized from a mixture of 2,2'-oxybispropane and a small amount of 2-propanol, yieldin... Starting materials: CCCCCCCCC1=CC=C(C=C1)CCC(CO)(CO)N.Cl (FTY 720), C(C)N(CC)S(F)(F)F (Diethylaminosulfur trifluoride), C([O-])(O)=O.[Na+] (sodium bicarbonate). The solvent is ClCCl (dichloromethane). Run at temperature -78 celsius. Yields the product NC(CO)(CCC1=CC=C(C=C1)CCCCCCCC)CF (2-Amino-2-(fluoromethyl)-4-(4-octylphenyl)butan-1-ol). Reaction SMILES: [CH3:1][CH2:2][CH2:3][CH2:4][CH2:5][CH2:6][CH2:7][CH2:8][C:9]1[CH:14]=[CH:13][C:12]([CH2:15][CH2:16][C:17]([NH2:22])([CH2:20]O)[CH2:18][OH:19])=[CH:11][CH:10]=1.Cl.C(N(S(F)(F)[F:30])CC)C.C(=O)(O)[O-].[Na+]>ClCCl>[NH2:22][C:17]([CH2:20][F:30])([CH2:16][CH2:15][C:12]1[CH:13]=[CH:14][C:9]([CH2:8][CH2:7][CH2:6][CH2:5][CH2:4][CH2:3][CH2:2][CH3:1])=[CH:10][CH:11]=1)[CH2:18][OH:19] |f:0.1,3.4|. Reported procedure: FTY 720 (310 mg, 1.00 mmol) was suspended in dry dichloromethane (10 mL) and cooled down to −78° C. Diethylaminosulfur trifluoride (DAST, 0.13 mL, 1.00 mmol, 1.0 eq.) was slowly added to this suspension and the mixture was allowed to warm up to r.t. overnight. The reaction was neutralized with saturated sodium bicarbonate solution (30 mL) at −10° C. The phases were separated and the aqueous phase was extracted with dichloromethane (3×20 mL). The combined organic layers were dried over MgSO4 and ... The reactants are N1=C(C=CC=C1)C1NCCC2=CC=CC=C12 ((RS)-1-pyridin-2-yl-1,2,3,4-tetrahydro-isoquinoline), C([C@@H](O)[C@H](O)C(=O)O)(=O)O (D-(-)-tartaric acid). Solvent: C(C)O (ethanol). Reaction conditions: time 18 hour. Product: O[C@H](C(=O)O)[C@@H](C(=O)O)O.N1=C(C=CC=C1)[C@@H]1NCCC2=CC=CC=C12 ((R)-1-pyridin-2-yl-1,2,3,4-tetrahydro-isoquinoline (2S,3S)-2,3-dihydroxy-succinate). The yield is 30.0%. RXN SMILES: [N:1]1[CH:6]=[CH:5][CH:4]=[CH:3][C:2]=1[CH:7]1[C:16]2[C:11](=[CH:12][CH:13]=[CH:14][CH:15]=2)[CH2:10][CH2:9][NH:8]1.[C:17]([OH:26])(=[O:25])[C@H:18]([C@@H:20]([C:22]([OH:24])=[O:23])[OH:21])[OH:19]>C(O)C>[OH:21][C@@H:20]([C@H:18]([OH:19])[C:17]([OH:26])=[O:25])[C:22]([OH:24])=[O:23].[N:1]1[CH:6]=[CH:5][CH:4]=[CH:3][C:2]=1[C@H:7]1[C:16]2[C:11](=[CH:12][CH:13]=[CH:14][CH:15]=2)[CH2:10][CH2:9][NH:8]1 |f:3.4|. Reported procedure: A solution of 22.2 g of (RS)-1-pyridin-2-yl-1,2,3,4-tetrahydro-isoquinoline in 500 ml of warm absolute ethanol was treated with 15.85 g of D-(-)-tartaric acid. After filtration of the slightly turbid solution, the clear solution obtained was left to stand at 20° C. for 6 h. and at 5° C. for a further 18 h. The precipitate formed was filtered off under suction and washed with absolute ethanol. A second crystallizate was obtained immediately from the mother liquor. The precipitates were combined (...